From a dataset of the Open Reaction Database (ORD), a public repository of structured organic reaction records. describe an organic reaction: reactants, conditions, products, and yield The reactants are C([O-])([O-])=O.[K+].[K+] (potassium carbonate), BrCC(=O)OC (methyl bromoacetate), C(C)(C)(C)OC(NCC1=CC2=CC=C(C(=C2C=C1)Br)O)=O ((5-bromo-6-hydroxy-naphthalen-2-ylmethyl)-carbamic acid tert-butyl ester). Run in CN(C)C=O (DMF), C(C)(=O)OCC (ethyl acetate). Run at time 8 hour. Product: COC(COC1=C(C2=CC=C(C=C2C=C1)CNC(=O)OC(C)(C)C)Br)=O ([1-bromo-6-(tert-butoxycarbonylamino-methyl)-naphthalen-2-yloxy]-acetic acid methyl ester). The yield is 95.8%. Reaction SMILES: [C:1]([O:5][C:6](=[O:21])[NH:7][CH2:8][C:9]1[CH:18]=[CH:17][C:16]2[C:11](=[CH:12][CH:13]=[C:14]([OH:20])[C:15]=2[Br:19])[CH:10]=1)([CH3:4])([CH3:3])[CH3:2].C(=O)([O-])[O-].[K+].[K+].Br[CH2:29][C:30]([O:32][CH3:33])=[O:31]>CN(C=O)C.C(OCC)(=O)C>[CH3:33][O:32][C:30](=[O:31])[CH2:29][O:20][C:14]1[CH:13]=[CH:12][C:11]2[C:16](=[CH:17][CH:18]=[C:9]([CH2:8][NH:7][C:6]([O:5][C:1]([CH3:4])([CH3:2])[CH3:3])=[O:21])[CH:10]=2)[C:15]=1[Br:19] |f:1.2.3|. Procedure: A mixture of (5-bromo-6-hydroxy-naphthalen-2-ylmethyl)-carbamic acid tert-butyl ester (0.89 g, 2.5 mmol), prepared in the previous step, potassium carbonate (1.7 g, 12.5 mmol), and methyl bromoacetate (1.26 mL, 2.75 mmol) in 10 mL of DMF was stirred under nitrogen for 18 h (overnight). The reaction was diluted with ethyl acetate and extracted three times with water. The organic layer was dried (MgSO4) and the solvent removed under reduced pressure to give [1-bromo-6-(tert-butoxycarbonylamino-met... Isolated yield 68.0%. The solvent is CO (methanol). Product: Cl.Cl.NC1=CC=C(C=C1)N1N=C(CC1=O)C (1-(4-aminophenyl)-3-methyl-2-pyrazolin-5-one dihydrochloride). Reagents/catalysts: [Pd] (Pd/C). Procedure details: Into 310 ml of methanol, 500 mg of 3-methyl-1-(4-nitrophenyl)-2-pyrazolin-5-one was dissolved, 50 mg of 5% Pd/C and 0.6 ml of conc. hydrochloric acid were added to the solution, and the mixture was stirred under hydrogen atmosphere to consume the calculated amount of hydrogen. Then, the catalyst was filtered off and the filtrate was concentrated. The residue was recrystallized from methanol-ethyl ether to give 409 mg of 1-(4-aminophenyl)-3-methyl-2-pyrazolin-5-one dihydrochloride (Compound No. 5... The reactants are Cl (hydrochloric acid), CC1=NN(C(C1)=O)C1=CC=C(C=C1)[N+](=O)[O-] (3-methyl-1-(4-nitrophenyl)-2-pyrazolin-5-one). RXN SMILES: [CH3:1][C:2]1[CH2:6][C:5](=[O:7])[N:4]([C:8]2[CH:13]=[CH:12][C:11]([N+:14]([O-])=O)=[CH:10][CH:9]=2)[N:3]=1.[ClH:17]>[Pd].CO>[ClH:17].[ClH:17].[NH2:14][C:11]1[CH:10]=[CH:9][C:8]([N:4]2[C:5](=[O:7])[CH2:6][C:2]([CH3:1])=[N:3]2)=[CH:13][CH:12]=1 |f:4.5.6|. Starting materials: C#CCBr, CC(C)=O, COC(=O)c1ccc(F)c(O)c1, [K+], [K+], O=C([O-])[O-]. Yields the product C#CCOc1cc(C(=O)OC)ccc1F. As a reaction SMILES: [CH2:13]([C:14]#[CH:15])[Br:16].[CH3:23][C:24](=[O:25])[CH3:26].[F:1][c:2]1[c:3]([OH:12])[cH:4][c:5]([C:6](=[O:7])[O:8][CH3:9])[cH:10][cH:11]1.[K+:17].[K+:18].[O-:19][C:20]([O-:21])=[O:22]>>[F:1][c:2]1[c:3]([O:12][CH2:15][C:14]#[CH:13])[cH:4][c:5]([C:6](=[O:7])[O:8][CH3:9])[cH:10][cH:11]1. The reactants are NC1=C(C=CC=C1)C (2-aminotoluene), C1(=CC=CC=C1)S(=O)(=O)Cl (benzenesulfonyl chloride). The product is CC1=C(C=CC=C1)NS(=O)(=O)C1=CC=CC=C1 (N-(2-methylphenyl)-benzenesulfonamide). Reaction SMILES: [NH2:1][C:2]1[CH:7]=[CH:6][CH:5]=[CH:4][C:3]=1[CH3:8].[C:9]1([S:15](Cl)(=[O:17])=[O:16])[CH:14]=[CH:13][CH:12]=[CH:11][CH:10]=1>>[CH3:8][C:3]1[CH:4]=[CH:5][CH:6]=[CH:7][C:2]=1[NH:1][S:15]([C:9]1[CH:14]=[CH:13][CH:12]=[CH:11][CH:10]=1)(=[O:17])=[O:16]. Procedure details: The so far single industrially feasible synthesis is described by BIOS Final Report 986/2, No. 167, pages 297-306, and involves acylating 2-aminotoluene with benzenesulfonyl chloride to give N-(2-methylphenyl)-benzenesulfonamide, nitrating the latter in chlorobenzene, and, finally, splitting off the protective group by hydrolysis and isolating 2-amino-5-nitrotoluene. This synthesis gives a yield of about 75% of theory. In addition to this unsatisfactory yield, the numerous process stages and the... Reactants: [BH3-]C#N, COc1ccc(C(=NO)c2ccc(OC)cc2)cc1, CC(=O)[O-], [Cl-], [Cl-], [Cl-], [NH4+], [Na+], [Ti+3]. Product: COc1ccc(C(N)c2ccc(OC)cc2)cc1. As a reaction SMILES: [C:25]([BH3-:26])#[N:27].[CH3:1][O:2][c:3]1[cH:4][cH:5][c:6]([C:7]([c:8]2[cH:9][cH:10][c:11]([O:14][CH3:15])[cH:12][cH:13]2)=[N:16][OH:17])[cH:18][cH:19]1.[CH3:21][C:22](=[O:23])[O-:24].[Cl-:29].[Cl-:30].[Cl-:31].[NH4+:20].[Na+:28].[Ti+3:32]>>[CH3:1][O:2][c:3]1[cH:4][cH:5][c:6]([CH:7]([c:8]2[cH:9][cH:10][c:11]([O:14][CH3:15])[cH:12][cH:13]2)[NH2:16])[cH:18][cH:19]1. Starting materials: Cl, NO, O, CC1CC2=CC(=O)CCC2C2CCC3(C)C(CO)CCC3C12, c1ccncc1. Product: CC1CC2=CC(=NO)CCC2C2CCC3(C)C(CO)CCC3C12. RXN SMILES: [ClH:23].[NH2:24][OH:25].[OH2:26].[OH:1][CH2:2][CH:3]1[C:4]2([CH3:5])[CH:6]([CH2:7][CH2:8]1)[CH:9]1[CH:10]([CH3:22])[CH2:11][C:12]3=[CH:13][C:14](=[O:21])[CH2:15][CH2:16][CH:17]3[CH:18]1[CH2:19][CH2:20]2.[cH:27]1[cH:28][cH:29][n:30][cH:31][cH:32]1>>[OH:1][CH2:2][CH:3]1[C:4]2([CH3:5])[CH:6]([CH2:7][CH2:8]1)[CH:9]1[CH:10]([CH3:22])[CH2:11][C:12]3=[CH:13][C:14](=[N:24][OH:25])[CH2:15][CH2:16][CH:17]3[CH:18]1[CH2:19][CH2:20]2.